describe an organic reaction: reactants, conditions, products, and yield From a dataset of the Open Reaction Database (ORD), a public repository of structured organic reaction records. Starting materials: Cl, CC(C)(C)OC(=O)Nc1ccn2nc(N3CCOCC3)nc2c1. Product: Cl, Nc1ccn2nc(N3CCOCC3)nc2c1. As a reaction SMILES: [ClH:24].[O:1]1[CH2:2][CH2:3][N:4]([c:7]2[n:8][n:9]3[c:10]([cH:11][c:12]([NH:15][C:16](=[O:17])[O:18][C:19]([CH3:20])([CH3:21])[CH3:22])[cH:13][cH:14]3)[n:23]2)[CH2:5][CH2:6]1>>[ClH:24].[O:1]1[CH2:2][CH2:3][N:4]([c:7]2[n:8][n:9]3[c:10]([cH:11][c:12]([NH2:15])[cH:13][cH:14]3)[n:23]2)[CH2:5][CH2:6]1. Starting materials: C(CC)(=O)NC=1SC(=CN1)SC1=CC=C(C=C1)[N+](=O)[O-] (2-propionylamino-5-(4-nitrophenylthio)thiazole), [Cl-].[NH4+] (ammonium chloride), O (water), O1CCCC1 (tetrahydrofuran). The reagents and catalysts are [Fe] (iron). Run in C(C)O (ethanol). Product: C(CC)(=O)NC=1SC(=CN1)SC1=CC=C(C=C1)N (2-propionylamino-5-(4-aminophenylthio)thiazole). Isolated yield 96.0%. Reaction SMILES: [C:1]([NH:5][C:6]1[S:7][C:8]([S:11][C:12]2[CH:17]=[CH:16][C:15]([N+:18]([O-])=O)=[CH:14][CH:13]=2)=[CH:9][N:10]=1)(=[O:4])[CH2:2][CH3:3].[Cl-].[NH4+].O.O1CCCC1>C(O)C.[Fe]>[C:1]([NH:5][C:6]1[S:7][C:8]([S:11][C:12]2[CH:13]=[CH:14][C:15]([NH2:18])=[CH:16][CH:17]=2)=[CH:9][N:10]=1)(=[O:4])[CH2:2][CH3:3] |f:1.2|. Procedure: To a mixture of 2-propionylamino-5-(4-nitrophenylthio)thiazole (3 g), and ammonium chloride (1 g) in a mixture of ethanol (100 ml), water (30 ml) and tetrahydrofuran (70 ml) was portionwise added the iron powder at 80° C. with stirring. The mixture was refluxed for 2 hours with stirring. The reaction mixture was filtered by suction and the filtrate was concentrated under reduced pressure. The residue was triturated with water, the precipitates were collected by filtration and washed with water t...